Dataset: the Open Reaction Database (ORD), a public repository of structured organic reaction records. Task: describe an organic reaction: reactants, conditions, products, and yield The reactants are CC1=CC(=O)C=2C=CC=CC2C1=O (menadione), BrC=1C=C(C=CC1)CC(=O)O (3-bromophenylacetic acid). Yields the product CC=1C(C2C=CC=CC2C(C1CC1=CC(=CC=C1)Br)=O)=O (2-Methyl-3-(3-bromo-benzyl)-4a,8a-dihydro-[1,4]naphthoquinone). Isolated yield 52.0%. As a reaction SMILES: C[C:2]1[C:12](=[O:13])[C:11]2[CH:10]=[CH:9][CH:8]=[CH:7][C:6]=2[C:4](=[O:5])[CH:3]=1.[Br:14][C:15]1[CH:16]=[C:17]([CH2:21][C:22](O)=O)[CH:18]=[CH:19][CH:20]=1>>[CH3:2][C:3]1[C:4](=[O:5])[CH:6]2[CH:11]([C:12](=[O:13])[C:22]=1[CH2:21][C:17]1[CH:18]=[CH:19][CH:20]=[C:15]([Br:14])[CH:16]=1)[CH:10]=[CH:9][CH:8]=[CH:7]2. Reported procedure: As starting materials for the coupling reaction menadione and 3-bromophenylacetic acid were used. Synthesis is realized according to the general procedure described in general procedure of example 1. After chromatography on silica gel (petroleum ether:CH2Cl2=1:1, UV), 328 mg (0.96 mmol, 52% yield) of P_TM99 were isolated as yellow solid. The reactants are C(=O)(N1C=NC=C1)N1C=NC=C1 (1,1′-carbonyldiimidazole), solution, CN(C=O)C (N,N-dimethylformamide), NC1=C(C(=O)N)C=CC=C1N (2,3-diaminobenzamide). Reaction SMILES: [C:1]([N:8]1[CH:12]=[CH:11]N=C1)(N1C=CN=C1)=[O:2].[NH2:13][C:14]1[C:22]([NH2:23])=[CH:21][CH:20]=[CH:19][C:15]=1[C:16]([NH2:18])=[O:17].[CH3:24][N:25]([CH3:28])C=O>N1C=CC=CC=1>[NH2:13][C:14]1[C:15]([C:16](=[O:17])[NH2:18])=[CH:19][CH:20]=[CH:21][C:22]=1[NH:23][C:16](=[O:17])[C:15]1[CH:14]=[CH:22][C:24]([C:11]2[O:2][CH:1]=[N:8][CH:12]=2)=[N:25][CH:28]=1. Reaction conditions: time 5 hour. Run in N1=CC=CC=C1 (pyridine). Procedure: A solution of EXAMPLE 50A (60.0 mg, 0.316 mmol) in a mixture of pyridine (1.5 mL) and N,N-dimethylformamide (1.5 mL) was treated with 1,1′-carbonyldiimidazole (56.3 mg, 0.347 mmol) at 45° C. for 2 hours. After cooling, 2,3-diaminobenzamide (HCl salt) (70.7 mg, 0.316 mmol) was added and the mixture stirred at room temperature for 5 hours. After concentration, the residue was treated with 20% brine and ethyl acetate. The solid was filtered, washed with ethyl acetate and water, and dried under vacu... Product: NC1=C(C=CC=C1C(N)=O)NC(C1=CN=C(C=C1)C1=CN=CO1)=O (N-(2-amino-3-carbamoylphenyl)-6-(oxazol-5-yl)nicotinamide). Reactants: COC(CC(=O)CCl)=O (Methyl-4-chloroacetoacetate), 4A, C(=O)C=1CSCCC1 (3-Formyl-5,6-dihydro-2-H-thiopyran), S1C(CCCC1)C(=O)[O-] (tetrahydrothiapyran-2-carboxylate). Reagents/catalysts: N1CCCCC1 (piperidine), C(C)(=O)O (acetic acid). The solvent is C(Cl)Cl (methylene dichloride). Run at time 45 minute. Yields the product S1C(CCCC1)=C(C(=O)OC)C(CCl)=O (2-(2-Tetrahydrothiapyranylidene)-3-oxo-4-chlorobutyric acid, methyl ester). RXN SMILES: [CH3:1][O:2][C:3](=[O:9])[CH2:4][C:5]([CH2:7][Cl:8])=[O:6].C([C:12]1[CH2:13][S:14][CH2:15][CH2:16][CH:17]=1)=O.S1CCCCC1C([O-])=O>N1CCCCC1.C(O)(=O)C.C(Cl)Cl>[S:14]1[CH2:15][CH2:16][CH2:17][CH2:12][C:13]1=[C:4]([C:5](=[O:6])[CH2:7][Cl:8])[C:3]([O:2][CH3:1])=[O:9]. Procedure details: Methyl-4-chloroacetoacetate (0.45g) in dry methlene dichlorode (5 ml) containing 4A molecular sieve (3g) was treated with tetrahydrothiapyran-2-carboxylate (0.4g) and then piperidine (2 drops) and acetic acid (2 drops). The mixture was stirred at room temperature for 45 min. The solution was diluted with methylene dichloride and the organic solution washed with water and brine. After drying over anhydrous magnesium sulphate the solvent was evaporated. Chromatography of the residue on silica gel ... Starting materials: 144.7, CC(CC(C)N(C)C)(C)NC(CCOC)=O (N-(1,1-dimethyl-3-dimethylaminobutyl)-3-methoxypropionamide), [OH-].[Na+] (sodium hydroxide), C1(O)=CC=C(O)C=C1 (hydroquinone), C(=O)=O (Dry Ice). Conditions: temperature 80 celsius. The product is CC(CC(C)N(C)C)(C)NC(C=C)=O (N-(1,1-dimethyl-3-dimethylaminobutyl)acrylamide). Reaction SMILES: [CH3:1][C:2]([NH:10][C:11](=[O:16])[CH2:12][CH2:13]OC)([CH3:9])[CH2:3][CH:4]([N:6]([CH3:8])[CH3:7])[CH3:5].[OH-].[Na+].C1(C=CC(O)=CC=1)O.C(=O)=O>>[CH3:9][C:2]([NH:10][C:11](=[O:16])[CH:12]=[CH2:13])([CH3:1])[CH2:3][CH:4]([N:6]([CH3:8])[CH3:7])[CH3:5] |f:1.2|. Procedure details: A mixture of 144.7 parts (0.63 mole) of N-(1,1-dimethyl-3-dimethylaminobutyl)-3-methoxypropionamide, 1 part of solid sodium hydroxide and 1 part of hydroquinone is charged to a reaction flask fitted with a condenser with a Dry Ice-cooled receiver, a stirrer and temperature control means. The pressure in the flask is reduced to less than 5 mm. and the flask is heated to 80° C. Vigorous reaction begins and liquid condenses in the receiver. After about one-half hour, the temperature is increased to... Reactants: C(C)OC(=O)N1CCC(CC1)N1C(NC2=C1C(=CC=C2)C)=O (1-Ethoxycarbonyl-4-(1,3-dihydro-7-methyl-2H-benzimidazol-2-on-1-yl)piperidine), Br (hydrobromic acid), C(C)O (ethanol). Run at temperature 100 celsius, time 1 hour. As a reaction SMILES: C(OC([N:6]1[CH2:11][CH2:10][CH:9]([N:12]2[C:16]3[C:17]([CH3:21])=[CH:18][CH:19]=[CH:20][C:15]=3[NH:14][C:13]2=[O:22])[CH2:8][CH2:7]1)=O)C.C(O)C.[BrH:26]>>[BrH:26].[CH3:21][C:17]1[C:16]2[N:12]([CH:9]3[CH2:10][CH2:11][NH:6][CH2:7][CH2:8]3)[C:13](=[O:22])[NH:14][C:15]=2[CH:20]=[CH:19][CH:18]=1 |f:3.4|. Yield: 44.0%. Product: Br.CC1=CC=CC2=C1N(C(N2)=O)C2CCNCC2 (4-(1,3-Dihydro-7-methyl-2H-benzimidazol-2-on-1-yl)piperidine hydrobromide). Procedure: 1-Ethoxycarbonyl-4-(1,3-dihydro-7-methyl-2H-benzimidazol-2-on-1-yl)piperidine (59 mg) was dissolved in 48% hydrobromic acid (0.3 ml) and stirred at 100° C. for 1 hour. The reaction mixture was added with ethanol, and the produced crystals were collected by filtration to obtain 26.8 mg of the title compound. Yield: 44%. Reactants: ClC=1C(=CC2=C(NC(=N2)C(=O)OC)C1)C(NC1CC1)=O (methyl 6-chloro-5-(cyclopropylcarbamoyl)-1H-benzimidazole-2-carboxylate), O.[OH-].[Li+] (lithium hydroxide monohydrate). The solvent is O1CCCC1 (tetrahydrofuran), O (water). Reaction conditions: time 14 hour. The product is ClC=1C(=CC2=C(NC(=N2)C(=O)O)C1)C(NC1CC1)=O (6-chloro-5-(cyclopropylcarbamoyl)-1H-benzimidazole-2-carboxylic acid). Yield: 84.4%. RXN SMILES: [Cl:1][C:2]1[C:3]([C:15](=[O:20])[NH:16][CH:17]2[CH2:19][CH2:18]2)=[CH:4][C:5]2[N:9]=[C:8]([C:10]([O:12]C)=[O:11])[NH:7][C:6]=2[CH:14]=1.O.[OH-].[Li+]>O1CCCC1.O>[Cl:1][C:2]1[C:3]([C:15](=[O:20])[NH:16][CH:17]2[CH2:18][CH2:19]2)=[CH:4][C:5]2[N:9]=[C:8]([C:10]([OH:12])=[O:11])[NH:7][C:6]=2[CH:14]=1 |f:1.2.3|. Procedure: To a solution of methyl 6-chloro-5-(cyclopropylcarbamoyl)-1H-benzimidazole-2-carboxylate (2.1 g, 7.2 mmol) in tetrahydrofuran (50 ml) was added dropwise, at 0° C., a solution of lithium hydroxide monohydrate (0.6 g, 14.3 mmol) in water (25 ml). The reaction mixture was stirred at this temperature for 14 h. After removing the tetrahydrofuran under reduced pressure, the aqueous solution was acidified with hydrochloric acid (2 M). The precipitated solid was filtered off with suction. 1.7 g (81% of ... Reactants: CCOC(=O)N1CCC(O)(CC(O)CO)CC1, Cc1ccc(S(=O)(=O)Cl)cc1, c1ccncc1. Product: CCOC(=O)N1CCC2(CC1)CC(O)CO2. As a reaction SMILES: [CH2:1]([CH3:2])[O:3][C:4](=[O:5])[N:6]1[CH2:7][CH2:8][C:9]([CH2:12][CH:13]([CH2:14][OH:15])[OH:16])([OH:17])[CH2:10][CH2:11]1.[S:18]([Cl:19])([c:20]1[cH:21][cH:22][c:23]([CH3:24])[cH:25][cH:26]1)(=[O:27])=[O:28].[cH:29]1[cH:30][cH:31][n:32][cH:33][cH:34]1>>[CH2:1]([CH3:2])[O:3][C:4](=[O:5])[N:6]1[CH2:7][CH2:8][C:9]2([CH2:10][CH2:11]1)[CH2:12][CH:13]([OH:16])[CH2:14][O:17]2. Reactants: NC=1C=C(C=CC1)CCC=1C=C(C=NC1)NC(OC(C)(C)C)=O (tert-butyl {5-[2-(3-aminophenyl)ethyl]pyridin-3-yl}carbamate), resultant mixture, ClC1=NC=C(C(=N1)Cl)F (2,4-dichloro-5-fluoropyrimidine), C([O-])([O-])=O.[K+].[K+] (potassium carbonate). Solvent: CN(C=O)C (N,N-dimethylformamide). Product: ClC1=NC=C(C(=N1)NC=1C=C(C=CC1)CCC=1C=C(C=NC1)NC(OC(C)(C)C)=O)F (tert-Butyl [5-(2-{3-[(2-chloro-5-fluoropyrimidin-4-yl)amino]phenyl}ethyl)pyridin-3-yl]carbamate). The yield is 21.1%. RXN SMILES: [NH2:1][C:2]1[CH:3]=[C:4]([CH2:8][CH2:9][C:10]2[CH:11]=[C:12]([NH:16][C:17](=[O:23])[O:18][C:19]([CH3:22])([CH3:21])[CH3:20])[CH:13]=[N:14][CH:15]=2)[CH:5]=[CH:6][CH:7]=1.[Cl:24][C:25]1[N:30]=[C:29](Cl)[C:28]([F:32])=[CH:27][N:26]=1.C(=O)([O-])[O-].[K+].[K+]>CN(C)C=O>[Cl:24][C:25]1[N:30]=[C:29]([NH:1][C:2]2[CH:3]=[C:4]([CH2:8][CH2:9][C:10]3[CH:11]=[C:12]([NH:16][C:17](=[O:23])[O:18][C:19]([CH3:20])([CH3:22])[CH3:21])[CH:13]=[N:14][CH:15]=3)[CH:5]=[CH:6][CH:7]=2)[C:28]([F:32])=[CH:27][N:26]=1 |f:2.3.4|. Reported procedure: To a solution of tert-butyl {5-[2-(3-aminophenyl)ethyl]pyridin-3-yl}carbamate (0.20 g, 0.64 mmol) (prepared in Example C19, step B) and 2,4-dichloro-5-fluoropyrimidine (200 mg, 1.2 mmol) in N,N-dimethylformamide (4 mL) was added potassium carbonate (0.430 g, 3.1 mmol). The resultant mixture was stirred overnight at room temperature. The reaction was quenched with water. EtOAc was added and the layers were separated. The aqueous layer was extracted with EtOAc once. The combined organic layers wer...